describe an organic reaction: reactants, conditions, products, and yield From a dataset of the Open Reaction Database (ORD), a public repository of structured organic reaction records. The reactants are Cl (HCl), C(C)(C)N(CC)C(C)C (Diisopropylethylamine), ClC(=O)OCC=C (allyl chloroformate), Cl.NC(CC(=O)OCC)C1=CC(=CC=C1)[N+](=O)[O-] (ethyl 3-amino-3-(3-nitrophenyl)-propionate hydrochloride). Solvent: C(Cl)Cl (methylene chloride), C(Cl)Cl (methylene chloride). Yields the product C(C=C)OC(=O)NC(CC(=O)OCC)C1=CC(=CC=C1)[N+](=O)[O-] (Ethyl 3-allyloxycarbonylamino-3-(3-nitrophenyl)-propionate). As a reaction SMILES: C(N(C(C)C)CC)(C)C.Cl[C:11]([O:13][CH2:14][CH:15]=[CH2:16])=[O:12].Cl.[NH2:18][CH:19]([C:26]1[CH:31]=[CH:30][CH:29]=[C:28]([N+:32]([O-:34])=[O:33])[CH:27]=1)[CH2:20][C:21]([O:23][CH2:24][CH3:25])=[O:22].Cl>C(Cl)Cl>[CH2:14]([O:13][C:11]([NH:18][CH:19]([C:26]1[CH:31]=[CH:30][CH:29]=[C:28]([N+:32]([O-:34])=[O:33])[CH:27]=1)[CH2:20][C:21]([O:23][CH2:24][CH3:25])=[O:22])=[O:12])[CH:15]=[CH2:16] |f:2.3|. Procedure details: Diisopropylethylamine (66 ml) and allyl chloroformate (22 ml) in 150 ml of methylene chloride were added at 0° C. to a solution of ethyl 3-amino-3-(3-nitrophenyl)-propionate hydrochloride from II.1b (47 g) in 350 ml of methylene chloride. After a reaction time of 30 min, HCl (1N, 100 ml) was added. The organic phase was separated off, washed with water, dried over MgSO4 and concentrated. A white solid was obtained (yield: 56.4 g). Reactants: C(C)[O-].[Na+] (sodium ethanolate), C(C)OC(C(C=NNC1=NC=CC=C1)C=1C=NC=CC1)=O (2-Pyridin-3-yl-3-(pyridin-2-ylhydrazono)propionic acid ethyl ester), Cl (hydrochloric acid). Run in C(C)O (ethanol). Reaction conditions: time 30 minute. The product is N1=C(C=CC=C1)N1NC=C(C1=O)C=1C=NC=CC1 (2-Pyridin-2-yl-4-pyridin-3-yl-1,2-dihydro-3H-pyrazol-3-one). RXN SMILES: C([O:3][C:4](=O)[CH:5]([C:15]1[CH:16]=[N:17][CH:18]=[CH:19][CH:20]=1)[CH:6]=[N:7][NH:8][C:9]1[CH:14]=[CH:13][CH:12]=[CH:11][N:10]=1)C.C([O-])C.[Na+].Cl>C(O)C>[N:10]1[CH:11]=[CH:12][CH:13]=[CH:14][C:9]=1[N:8]1[C:4](=[O:3])[C:5]([C:15]2[CH:16]=[N:17][CH:18]=[CH:19][CH:20]=2)=[CH:6][NH:7]1 |f:1.2|. Procedure: 3.95 g (13.9 mmol) of the compound from Example 3A are initially introduced into 80 ml ethanol under argon and 945 mg (13.9 mmol) sodium ethanolate are added in portions at RT. After stirring for 30 min, 13.9 ml 1 M hydrochloric acid are added dropwise. The precipitate which has separated out is filtered off with suction, washed with cold ethanol (20 ml) and with water (twice with 20 ml each time) and dried in vacuo. 2.80 g (85% of th.) of the title compound are obtained. Starting materials: C(C)(C)(C)OC(=O)NC(NC1=CC=C(C(=O)OC2=CC=C(C=C2)CCCC(=O)O)C=C1)=NC(=O)OC(C)(C)C (4-[4-({4-[N′,N″-bis(tert-butoxycarbonyl)carbamimidamido]benzoyl}oxy)phenyl]butanoic acid), Cl.C(C)(C)(C)OC1=CC=C(C[C@H](N)C(=O)OC(C)(C)C)C=C1 (tert-butyl O-tert-butyl-L-tyrosinate hydrochloride), Cl.CN(CCCN=C=NCC)C (1-[3-(dimethylamino)propyl]-3-ethylcarbodiimide hydrochloride), N1(N=NC2=C1C=CC=C2)O (1H-benzotriazol-1-ol). The solvent is CN(C=O)C (N,N-dimethylformamide), C(C)N(CC)CC (triethylamine), O (water). Run at time 8 hour. The product is C(C)(C)(C)OC(=O)NC(NC1=CC=C(C(=O)OC2=CC=C(C=C2)CCCC(=O)N[C@@H](CC2=CC=C(C=C2)OC(C)(C)C)C(=O)OC(C)(C)C)C=C1)=NC(=O)OC(C)(C)C (tert-butyl N-{4-[4-({4-[N′,N″-bis(tert-butoxycarbonyl)carbamimidamido]benzoyl}oxy)phenyl]butanoyl}-O-tert-butyl-L-tyrosinate). The yield is 86.9%. As a reaction SMILES: [C:1]([O:5][C:6]([NH:8][C:9](=[N:32][C:33]([O:35][C:36]([CH3:39])([CH3:38])[CH3:37])=[O:34])[NH:10][C:11]1[CH:31]=[CH:30][C:14]([C:15]([O:17][C:18]2[CH:23]=[CH:22][C:21]([CH2:24][CH2:25][CH2:26][C:27](O)=[O:28])=[CH:20][CH:19]=2)=[O:16])=[CH:13][CH:12]=1)=[O:7])([CH3:4])([CH3:3])[CH3:2].Cl.[C:41]([O:45][C:46]1[CH:61]=[CH:60][C:49]([CH2:50][C@@H:51]([C:53]([O:55][C:56]([CH3:59])([CH3:58])[CH3:57])=[O:54])[NH2:52])=[CH:48][CH:47]=1)([CH3:44])([CH3:43])[CH3:42].Cl.CN(C)CCCN=C=NCC.N1(O)C2C=CC=CC=2N=N1>CN(C)C=O.O.C(N(CC)CC)C>[C:36]([O:35][C:33]([NH:32][C:9](=[N:8][C:6]([O:5][C:1]([CH3:4])([CH3:3])[CH3:2])=[O:7])[NH:10][C:11]1[CH:12]=[CH:13][C:14]([C:15]([O:17][C:18]2[CH:19]=[CH:20][C:21]([CH2:24][CH2:25][CH2:26][C:27]([NH:52][C@H:51]([C:53]([O:55][C:56]([CH3:59])([CH3:58])[CH3:57])=[O:54])[CH2:50][C:49]3[CH:60]=[CH:61][C:46]([O:45][C:41]([CH3:43])([CH3:42])[CH3:44])=[CH:47][CH:48]=3)=[O:28])=[CH:22][CH:23]=2)=[O:16])=[CH:30][CH:31]=1)=[O:34])([CH3:38])([CH3:39])[CH3:37] |f:1.2,3.4|. Reported procedure: To a solution of 4-[4-({4-[N′,N″-bis(tert-butoxycarbonyl)carbamimidamido]benzoyl}oxy)phenyl]butanoic acid (250 mg) in N,N-dimethylformamide (5.00 mL) were added tert-butyl O-tert-butyl-L-tyrosinate hydrochloride (152 mg), 1-[3-(dimethylamino)propyl]-3-ethylcarbodiimide hydrochloride (88.5 mg), 1H-benzotriazol-1-ol (62.4 mg), and triethylamine (0.0643 mL), followed by stirring at room temperature overnight. To a reaction solution was added water, followed by extraction with ethyl acetate. The org...